Task: describe an organic reaction: reactants, conditions, products, and yield. Dataset: the Open Reaction Database (ORD), a public repository of structured organic reaction records Starting materials: Cl.COC([C@@H](N)C(C)C)=O (L-valine methyl ester hydrochloride), ClC(=O)OC1=CC=C(C=C1)[N+](=O)[O-] (4-nitrophenyl chloroformate), CN1CCOCC1 (4-methylmorpholine). Run in C(Cl)Cl (CH2Cl2). Reaction conditions: time 8 hour. Product: COC([C@@H](NC(=O)OC1=CC=C(C=C1)[N+](=O)[O-])C(C)C)=O (N-(((4-Nitrophenyl)oxy)carbonyl)-L-valine Methyl Ester). RXN SMILES: Cl[C:2]([O:4][C:5]1[CH:10]=[CH:9][C:8]([N+:11]([O-:13])=[O:12])=[CH:7][CH:6]=1)=[O:3].Cl.[CH3:15][O:16][C:17](=[O:23])[C@H:18]([CH:20]([CH3:22])[CH3:21])[NH2:19].CN1CCOCC1>C(Cl)Cl>[CH3:15][O:16][C:17](=[O:23])[C@H:18]([CH:20]([CH3:22])[CH3:21])[NH:19][C:2]([O:4][C:5]1[CH:10]=[CH:9][C:8]([N+:11]([O-:13])=[O:12])=[CH:7][CH:6]=1)=[O:3] |f:1.2|. Reported procedure: A solution of 66.1 g (0.328 mol) of 4-nitrophenyl chloroformate in 1.2 liters of CH2Cl2 was cooled to 0° C. and treated with L-valine methyl ester hydrochloride. The resulting mixture was treated slowly, with stirring, with 68.9 ml (0.626 mol) of 4-methylmorpholine. The resulting solution was allowed to slowly warm to ambient temperature and was stirred overnight. After washing with 3 portions of 10% aqueous NaHCO3, the solution was dried over Na2SO4 and concentrated in vacuo. The residue was pu... Reactants: CC(C)=O, O=Cc1ccn(-c2c(Cl)cccc2Cl)c1, [K+], O=[Mn](=O)(=O)[O-], [Na+], [OH-], O. The product is O=C(O)c1ccn(-c2c(Cl)cccc2Cl)c1. Reaction SMILES: [CH3:22][C:23]([CH3:24])=[O:25].[Cl:7][c:8]1[c:9](-[n:15]2[cH:16][c:17]([CH:20]=[O:21])[cH:18][cH:19]2)[c:10]([Cl:14])[cH:11][cH:12][cH:13]1.[K+:6].[Mn:1]([O-:2])(=[O:3])(=[O:4])=[O:5].[Na+:27].[OH-:26].[OH2:28]>>[Cl:7][c:8]1[c:9](-[n:15]2[cH:16][c:17]([C:20](=[O:21])[OH:25])[cH:18][cH:19]2)[c:10]([Cl:14])[cH:11][cH:12][cH:13]1. Conditions: time 8 hour. Isolated yield 73.0%. Run in C(Cl)Cl (CH2Cl2), N1=CC=CC=C1 (pyridine), C(Cl)Cl (CH2Cl2). Yields the product C(#N)C=1C(=NC=CC1)NC(CCCCCC1=CC=CC=C1)=O (6-phenyl-hexanoic acid (3-cyano-pyridin-2-yl)-amide). Reported procedure: To 2-amino-3-cyanopyridine [24517-64-4] (200 mg, 1.7 mmol) in CH2Cl2 (3 ml) and pyridine (3 ml) was added a solution of 6-phenylhexanoic acid chloride (1.5 eq) in CH2Cl2 (1 ml) and the reaction mixture was stirred overnight at ambient temperature. Water was added, the phases were separated and the pH of the inorganic layer was adjusted (pH 7). The inorganic phase was extracted with EtOAc (3 times), the combined organic layers were washed with brine, dried over Na2SO4, filtrated and concentrated ... RXN SMILES: [NH2:1][C:2]1[C:7]([C:8]#[N:9])=[CH:6][CH:5]=[CH:4][N:3]=1.[C:10]1([CH2:16][CH2:17][CH2:18][CH2:19][CH2:20][C:21](Cl)=[O:22])[CH:15]=[CH:14][CH:13]=[CH:12][CH:11]=1.O>C(Cl)Cl.N1C=CC=CC=1>[C:8]([C:7]1[C:2]([NH:1][C:21](=[O:22])[CH2:20][CH2:19][CH2:18][CH2:17][CH2:16][C:10]2[CH:11]=[CH:12][CH:13]=[CH:14][CH:15]=2)=[N:3][CH:4]=[CH:5][CH:6]=1)#[N:9]. Starting materials: O (Water), NC1=NC=CC=C1C#N (2-amino-3-cyanopyridine), C1(=CC=CC=C1)CCCCCC(=O)Cl (6-phenylhexanoic acid chloride). Reactants: O=C1C(CCCC1)(CC(=O)O)CCC (2-oxo-1-propylcyclohexaneacetic acid), COC(CCC1(C2(OCCO2)CCCC1)C)=O (6-methyl-1,4-dioxaspiro[4.5]decane-6-propionic acid methyl ester), COC(CCC1(C2(OCCO2)CCCC1)CCC)=O (6-propyl-1,4-dioxaspiro[4.5]decane6-propionic acid methyl ester). The product is α,α-diphenyl-6-propyl-1,6-dioxaspiro[4.5]decane-6-propanol, C1(=CC=CC=C1)C(=CCC1(C(CCCC1)=O)CCC)C1=CC=CC=C1 (2-(3,3-diphenylallyl)-2-propylcyclohexanone). Reaction SMILES: COC(=O)CC[C:6]1(C)[CH2:15][CH2:14][CH2:13][CH2:12][C:7]21OCCO2.CO[C:20](=O)[CH2:21][CH2:22][C:23]1([CH2:33][CH2:34][CH3:35])[CH2:32][CH2:31][CH2:30][CH2:29][C:24]21[O:28]CCO2.O=[C:38]1[CH2:43][CH2:42][CH2:41][CH2:40][C:39]1(CCC)CC(O)=O>>[C:38]1([C:20]([C:6]2[CH:7]=[CH:12][CH:13]=[CH:14][CH:15]=2)=[CH:21][CH2:22][C:23]2([CH2:33][CH2:34][CH3:35])[CH2:32][CH2:31][CH2:30][CH2:29][C:24]2=[O:28])[CH:43]=[CH:42][CH:41]=[CH:40][CH:39]=1. Procedure details: Again in the same manner but replacing 6-methyl-1,4-dioxaspiro[4.5]decane-6-propionic acid methyl ester with an equivalent amount of 6-propyl-1,4-dioxaspiro[4.5]decane6-propionic acid methyl ester, described in Example 7, 2-oxo-1-propylcyclohexaneacetic acid, νmaxCHCl3 1775, 1710 cm-1, is obtained via the respective intermediates, α,α-diphenyl-6-propyl-1,6-dioxaspiro[4.5]decane-6-propanol, νmaxCHCl3 3620, 3480, 1175, 1130, 1110, 1062 cm-1, and 2-(3,3-diphenylallyl)-2-propylcyclohexanone, nmr (CD... The reactants are Br, CC(=O)O, O=S(=O)(c1cccc(OCc2ccccc2)n1)N1CCOCC1. Yields the product O=c1cccc(S(=O)(=O)N2CCOCC2)[nH]1. Reaction SMILES: [BrH:24].[CH3:25][C:26](=[O:27])[OH:28].[O:1]1[CH2:2][CH2:3][N:4]([S:7](=[O:8])(=[O:9])[c:10]2[n:11][c:12]([O:16][CH2:17][c:18]3[cH:19][cH:20][cH:21][cH:22][cH:23]3)[cH:13][cH:14][cH:15]2)[CH2:5][CH2:6]1>>[O:1]1[CH2:2][CH2:3][N:4]([S:7](=[O:8])(=[O:9])[c:10]2[nH:11][c:12](=[O:16])[cH:13][cH:14][cH:15]2)[CH2:5][CH2:6]1. Reactants: C1(=CC=CC=C1)[C@H](C)OC(CC(=O)C=CC1=CC(=CC=C1)[N+](=O)[O-])=O ((S)-3-nitrobenzylideneacetoacetic acid 1-phenylethyl ester), C(C)(C)O (isopropanol), NC(=CC(CS(=O)(=O)NC(C)C)=O)C (4-amino-N-isopropyl-2-oxo-3-pentenesulfonamide). The solvent is CCOCC (ether), CN(C=O)C (dimethylformamide). Conditions: time 8 hour. Yields the product C1(=CC=CC=C1)[C@H](C)OC(C1=C(NC(=C([C@H]1C1=CC(=CC=C1)[N+](=O)[O-])C(CS(NC(C)C)(=O)=O)=O)C)C)=O ((R)-1,4-dihydro-5-[(isopropylsulfamoyl)acetyl]-2,6-dimethyl-4-(3-nitrophenyl)nicotinic acid (S)-1-phenylethyl ester). As a reaction SMILES: [C:1]1([C@@H:7]([O:9][C:10](=[O:25])[CH2:11][C:12]([CH:14]=[CH:15][C:16]2C=C[CH:19]=[C:18]([N+:22]([O-:24])=[O:23])[CH:17]=2)=O)[CH3:8])[CH:6]=[CH:5][CH:4]=[CH:3][CH:2]=1.[NH2:26][C:27]([CH3:39])=[CH:28][C:29](=[O:38])[CH2:30][S:31]([NH:34][CH:35]([CH3:37])[CH3:36])(=[O:33])=[O:32].[CH:40](O)(C)[CH3:41]>CN(C)C=O.CCOCC>[C:1]1([C@@H:7]([O:9][C:10](=[O:25])[C:11]2[C@H:12]([C:14]3[CH:15]=[CH:16][CH:17]=[C:18]([N+:22]([O-:24])=[O:23])[CH:19]=3)[C:28]([C:29](=[O:38])[CH2:30][S:31](=[O:32])(=[O:33])[NH:34][CH:35]([CH3:36])[CH3:37])=[C:27]([CH3:39])[NH:26][C:40]=2[CH3:41])[CH3:8])[CH:2]=[CH:3][CH:4]=[CH:5][CH:6]=1. Procedure details: A solution of 6.8 g of (S)-3-nitrobenzylideneacetoacetic acid 1-phenylethyl ester in a mixture of 20 ml of isopropanol and 10 ml of dimethylformamide was treated under argon with 4.40 g of 4-amino-N-isopropyl-2-oxo-3-pentenesulfonamide and the mixture was thereupon heated to reflux for 8 hours. After concentration under reduced pressure the oily residue was chromatographed on 800 g of silica gel with methylene chloride/ethyl acetate (4:1) as the elution agent, whereby the two expected epimers we...